The task is: describe an organic reaction: reactants, conditions, products, and yield. This data is from the Open Reaction Database (ORD), a public repository of structured organic reaction records. The reactants are N[C@@H](C)C1=NN2C(C(N1C1=CC=CC=C1)=O)=CC=C2 ((S)-2-(1-Aminoethyl)-3-phenylpyrrolo[2,1-f][1,2,4]triazin-4(3H)-one), ClC1=NC=NC=C1I (4-chloro-5-iodopyrimidine), [F-].[Cs+] (cesium fluoride), C(C)(C)N(C(C)C)CC (N,N-diisopropylethylamine). The product is IC=1C(=NC=NC1)N[C@@H](C)C1=NN2C(C(N1C1=CC=CC=C1)=O)=CC=C2 ((S)-2-(1-((5-Iodopyrimidin-4-yl)amino)ethyl)-3-phenylpyrrolo[2,1-f][1,2,4]triazin-4(3H)-one). Isolated yield 15.2%. RXN SMILES: [NH2:1][C@H:2]([C:4]1[N:9]([C:10]2[CH:15]=[CH:14][CH:13]=[CH:12][CH:11]=2)[C:8](=[O:16])[C:7]2=[CH:17][CH:18]=[CH:19][N:6]2[N:5]=1)[CH3:3].Cl[C:21]1[C:26]([I:27])=[CH:25][N:24]=[CH:23][N:22]=1.[F-].[Cs+].C(N(CC)C(C)C)(C)C>>[I:27][C:26]1[C:21]([NH:1][C@H:2]([C:4]2[N:9]([C:10]3[CH:15]=[CH:14][CH:13]=[CH:12][CH:11]=3)[C:8](=[O:16])[C:7]3=[CH:17][CH:18]=[CH:19][N:6]3[N:5]=2)[CH3:3])=[N:22][CH:23]=[N:24][CH:25]=1 |f:2.3|. Procedure details: (S)-2-(1-Aminoethyl)-3-phenylpyrrolo[2,1-f][1,2,4]triazin-4(3H)-one (110 mg, 0.43 mmol) was treated with 4-chloro-5-iodopyrimidine (166 mg, 0.69 mmol), cesium fluoride (131 mg, 0.86 mmol) and N,N-diisopropylethylamine (377 μL, 2.16 mmol) according to Preparation 13. The residue was purified by reverse phase using SP1® Purification System to give 30 mg (13% yield) of the title compound as a solid. Purity 86%.